Dataset: the Open Reaction Database (ORD), a public repository of structured organic reaction records. Task: describe an organic reaction: reactants, conditions, products, and yield The reactants are FB(F)F, OC(c1ccc(Cl)cc1)c1ccccc1OCc1ccccc1, CC[SiH](CC)CC, CCOCC, CC#N, O. Yields the product Clc1ccc(Cc2ccccc2OCc2ccccc2)cc1. RXN SMILES: [B:13]([F:14])([F:15])[F:16].[CH2:17]([c:18]1[cH:19][cH:20][cH:21][cH:22][cH:23]1)[O:24][c:25]1[c:26]([CH:31]([OH:32])[c:33]2[cH:34][cH:35][c:36]([Cl:39])[cH:37][cH:38]2)[cH:27][cH:28][cH:29][cH:30]1.[CH2:1]([SiH:2]([CH2:3][CH3:4])[CH2:5][CH3:6])[CH3:7].[CH2:8]([O:9][CH2:10][CH3:11])[CH3:12].[CH3:41][C:42]#[N:43].[OH2:40]>>[CH2:17]([c:18]1[cH:19][cH:20][cH:21][cH:22][cH:23]1)[O:24][c:25]1[c:26]([CH2:31][c:33]2[cH:34][cH:35][c:36]([Cl:39])[cH:37][cH:38]2)[cH:27][cH:28][cH:29][cH:30]1. The reactants are C(N)(=O)C1=CC=C2C(=CN(C2=C1)C)C(C(=O)NS(=O)(=O)C1=CC=C(C=C1)/C=C/C(=O)OCC)C1=CC2=C(OCO2)C=C1 (Ethyl (E)-3-(4-[2-(6-carbamoyl-1-methyl-1H-3-indolyl)-2-(1,3-benzodioxol-5-yl)acetyl] sulfamoylphenyl)-2-propenoate), compound, [H][H] (hydrogen). The reagents and catalysts are [Pd] (palladium-on-carbon). Solvent: C(C)O (ethanol). Yields the product C(N)(=O)C1=CC=C2C(=CN(C2=C1)C)C(C(=O)NS(=O)(=O)C1=CC=C(C=C1)CCC(=O)OCC)C1=CC2=C(OCO2)C=C1 (Ethyl 3-(4-[2-(6-carbamoyl-1-methyl-1H-3-indolyl)-2-(1,3-benzodioxol-5-yl)acetyl]sulfamoylphenyl)propanoate). As a reaction SMILES: [C:1]([C:4]1[CH:12]=[C:11]2[C:7]([C:8]([CH:14]([C:34]3[CH:42]=[CH:41][C:37]4[O:38][CH2:39][O:40][C:36]=4[CH:35]=3)[C:15]([NH:17][S:18]([C:21]3[CH:26]=[CH:25][C:24](/[CH:27]=[CH:28]/[C:29]([O:31][CH2:32][CH3:33])=[O:30])=[CH:23][CH:22]=3)(=[O:20])=[O:19])=[O:16])=[CH:9][N:10]2[CH3:13])=[CH:6][CH:5]=1)(=[O:3])[NH2:2].[H][H]>C(O)C.[Pd]>[C:1]([C:4]1[CH:12]=[C:11]2[C:7]([C:8]([CH:14]([C:34]3[CH:42]=[CH:41][C:37]4[O:38][CH2:39][O:40][C:36]=4[CH:35]=3)[C:15]([NH:17][S:18]([C:21]3[CH:22]=[CH:23][C:24]([CH2:27][CH2:28][C:29]([O:31][CH2:32][CH3:33])=[O:30])=[CH:25][CH:26]=3)(=[O:20])=[O:19])=[O:16])=[CH:9][N:10]2[CH3:13])=[CH:6][CH:5]=1)(=[O:3])[NH2:2]. Reported procedure: Ethyl (E)-3-(4-[2-(6-carbamoyl-1-methyl-1H-3-indolyl)-2-(1,3-benzodioxol-5-yl)acetyl] sulfamoylphenyl)-2-propenoate (the compound of Example 41, 0.24 g, 0.40 mmol) was dissolved in ethanol (5 ml) and 5% palladium-on-carbon (24 mg) was added. The mixture was placed in a pressure vessel and a hydrogen pressure of 345 kPa (50 psi) was maintained for 48 h. The reaction mixture was filtered through Arbocel™ and concentrated in vacuo. Flash column chromatography (elution with 5% methanol/90% dichlorom... The reactants are resultant mixture, CN(N)C (N,N-dimethylhydrazine), C1CCC2=NCCCN2CC1 (DBU), C(C)OC(=O)C=1CN(CCC1NC(=O)OC1=CC=CC=C1)C(C1=CC=C(C=C1)Cl)=O (Ethyl-4-phenoxycarbonylamino-1-(4-chlorobenzoyl)-1,2,5,6-tetrahydropyridine-3-carboxylate), [OH-].[Na+] (sodium hydroxide), resultant mixture. The solvent is C(C)(=O)O (acetic acid), C1CCOC1 (THF). Yields the product ClC1=CC=C(C(=O)N2CC3=C(NC(N(C3=O)N(C)C)=O)CC2)C=C1 (6-(4-chlorobenzoyl)-3-dimethylamino-5,6,7,8-tetrahydropyrido[4,3-d]pyrimidine-2,4-dione). As a reaction SMILES: C(O[C:4]([C:6]1[CH2:7][N:8]([C:22](=[O:30])[C:23]2[CH:28]=[CH:27][C:26]([Cl:29])=[CH:25][CH:24]=2)[CH2:9][CH2:10][C:11]=1[NH:12][C:13]([O:15]C1C=CC=CC=1)=O)=[O:5])C.[CH3:31][N:32]([CH3:34])[NH2:33].C1CCN2C(=NCCC2)CC1.[OH-].[Na+]>C1COCC1.C(O)(=O)C>[Cl:29][C:26]1[CH:25]=[CH:24][C:23]([C:22]([N:8]2[CH2:9][CH2:10][C:11]3[NH:12][C:13](=[O:15])[N:33]([N:32]([CH3:34])[CH3:31])[C:4](=[O:5])[C:6]=3[CH2:7]2)=[O:30])=[CH:28][CH:27]=1 |f:3.4|. Reported procedure: Ethyl-4-phenoxycarbonylamino-1-(4-chlorobenzoyl)-1,2,5,6-tetrahydropyridine-3-carboxylate (200 mg) was dissolved in THF (2 ml), N,N-dimethylhydrazine (142 μl) and DBU (10 μl) were added and the resultant mixture was shaken at 50° C. for 3 hours. 5 N sodium hydroxide solution (200 μl) was added and the resultant mixture was further shaken at 50° C. overnight. To the reaction solution, acetic acid (300 μl) was added to neutralize, and the reaction solution was then concentrated. The resultant resi... Starting materials: ClC1=CC=C(C=C1)C(F)(F)F (4-chlorobenzotrifluoride), CC(C)(C)[O-].[Na+] (NaOtBu), N1CCCCC1 (piperidine), (Me3C)2PH(O). The reagents and catalysts are C=1C=CC(=CC1)/C=C/C(=O)/C=C/C2=CC=CC=C2.C=1C=CC(=CC1)/C=C/C(=O)/C=C/C2=CC=CC=C2.C=1C=CC(=CC1)/C=C/C(=O)/C=C/C2=CC=CC=C2.[Pd].[Pd] (Pd2(dba)3). Run in C1(=CC=CC=C1)C (toluene). Conditions: time 48 hour. The product is N1(CCCCC1)C1=CC=C(C=C1)C(F)(F)F (4-piperidinobenzotrifluoride). Yield: 23.4%. Reaction SMILES: Cl[C:2]1[CH:7]=[CH:6][C:5]([C:8]([F:11])([F:10])[F:9])=[CH:4][CH:3]=1.[NH:12]1[CH2:17][CH2:16][CH2:15][CH2:14][CH2:13]1.CC([O-])(C)C.[Na+]>C1(C)C=CC=CC=1.C1C=CC(/C=C/C(/C=C/C2C=CC=CC=2)=O)=CC=1.C1C=CC(/C=C/C(/C=C/C2C=CC=CC=2)=O)=CC=1.C1C=CC(/C=C/C(/C=C/C2C=CC=CC=2)=O)=CC=1.[Pd].[Pd]>[N:12]1([C:2]2[CH:7]=[CH:6][C:5]([C:8]([F:11])([F:10])[F:9])=[CH:4][CH:3]=2)[CH2:17][CH2:16][CH2:15][CH2:14][CH2:13]1 |f:2.3,5.6.7.8.9|. Procedure: The general procedure from Example 1 was followed using 4-chlorobenzotrifluoride (650 mg, 3.6 mmol) and piperidine (258 mg, 3.0 mmol) with Pd2(dba)3 (55 mg, 0.081 mmol) and (Me3C)2PH(O) (21.0 mg, 0.126 mmol) and NaOtBu (432 mg, 4.5 mmol) in 6.0 mL of toluene. After 48 h, the reaction mixture was chromatographed with 5% ethyl acetate/hexane to give 161 mg (23% yield) of 4-piperidinobenzotrifluoride. It was >95% pure by 1H NMR and GC/MS. 1H NMR (500 MHz, CDCl3): δ 7.36 (d, J=8.78 Hz, 2H), 6.82 (d,...